This data is from the Open Reaction Database (ORD), a public repository of structured organic reaction records. The task is: describe an organic reaction: reactants, conditions, products, and yield Product: O1C(=CC=C1)C(=O)C1=CC=C(OC(C(=O)O)(C)C)C=C1 (2-[4-(2-Furoyl)-phenoxy]-2-methyl-propionic acid). The solvent is CC(=O)C (acetone). Reaction SMILES: [O:1]1[CH:5]=[CH:4][CH:3]=[C:2]1[C:6]([C:8]1[CH:13]=[CH:12][C:11]([OH:14])=[CH:10][CH:9]=1)=[O:7].[OH-:15].[Na+].C(Cl)(Cl)Cl.[OH2:21]>CC(C)=O>[O:1]1[CH:5]=[CH:4][CH:3]=[C:2]1[C:6]([C:8]1[CH:13]=[CH:12][C:11]([O:14][C:8]([CH3:13])([CH3:9])[C:6]([OH:21])=[O:15])=[CH:10][CH:9]=1)=[O:7] |f:1.2|. Reactants: O (water), O1C(=CC=C1)C(=O)C1=CC=C(C=C1)O (2-Furyl(4-hydroxy-phenyl)ketone), C(Cl)(Cl)Cl (chloroform), [OH-].[Na+] (sodium hydroxide). Procedure details: 2-Furyl(4-hydroxy-phenyl)ketone (10 g) is dissolved in anhydrous acetone (80 g) and sodium hydroxide (13.2 g) is added thereto; the resulting mixture is stirred for 30 minutes after which anhydrous chloroform (20 g) is added dropwise thereto. On completion of the addition, the mixture is refluxed for 10 hrs. After cooling, the suspension is poured over 2 volumes water and the acetone is evaporated under reduced pressure. The aqueous phase is made acidic, and is then extracted with ethyl ether. T...